describe an organic reaction: reactants, conditions, products, and yield From a dataset of the Open Reaction Database (ORD), a public repository of structured organic reaction records. Reactants: COC1=C(C2=C(C(CO2)=O)C=C1)\C=C/CC1CCN(CC1)C(=O)OC(C)(C)C (tert-butyl (Z)-4-(3-(6-methoxy-3-oxo-2,3-dihydrobenzofuran-7-yl)allyl)piperidine-1-carboxylate), N1N=C(C2=CC=CC=C12)C=O (1H-indazole-3-carboxaldehyde). Reagents/catalysts: N1CCCCC1 (piperidine). The solvent is CO (methanol). Conditions: temperature 60 celsius, time 2 hour. Product: N1N=C(C2=CC=CC=C12)\C=C\1/OC2=C(C1=O)C=CC(=C2\C=C/CC2CCN(CC2)C(=O)OC(C)(C)C)OC (tert-butyl 4-((Z)-3-{(Z)-2-[(1H-indazol-3-yl)methylene]-6-methoxy-3-oxo-2,3-dihydrobenzofuran-7-yl}allyl)piperidine-1-carboxylate). Isolated yield 67.8%. RXN SMILES: [CH3:1][O:2][C:3]1[CH:12]=[CH:11][C:6]2[C:7](=[O:10])[CH2:8][O:9][C:5]=2[C:4]=1/[CH:13]=[CH:14]\[CH2:15][CH:16]1[CH2:21][CH2:20][N:19]([C:22]([O:24][C:25]([CH3:28])([CH3:27])[CH3:26])=[O:23])[CH2:18][CH2:17]1.[NH:29]1[C:37]2[C:32](=[CH:33][CH:34]=[CH:35][CH:36]=2)[C:31]([CH:38]=O)=[N:30]1>CO.N1CCCCC1>[NH:29]1[C:37]2[C:32](=[CH:33][CH:34]=[CH:35][CH:36]=2)[C:31](/[CH:38]=[C:8]2\[O:9][C:5]3[C:4](/[CH:13]=[CH:14]\[CH2:15][CH:16]4[CH2:21][CH2:20][N:19]([C:22]([O:24][C:25]([CH3:28])([CH3:27])[CH3:26])=[O:23])[CH2:18][CH2:17]4)=[C:3]([O:2][CH3:1])[CH:12]=[CH:11][C:6]=3[C:7]\2=[O:10])=[N:30]1. Reported procedure: A solution of tert-butyl (Z)-4-(3-(6-methoxy-3-oxo-2,3-dihydrobenzofuran-7-yl)allyl)piperidine-1-carboxylate (0.0802 g, 0.207 mmol) in methanol (5 mL) was added with 1H-indazole-3-carboxaldehyde (0.0302 g, 0.207 mmol) and piperidine (7 drops), and the mixture was stirred at 60° C. for 2 hours. The reaction mixture was concentrated, and the resulting residue was purified by silica gel column chromatography (hexane/ethyl acetate) to obtain tert-butyl 4-((Z)-3-{(Z)-2-[(1H-indazol-3-yl)methylene]-6-... Starting materials: NC1=CC=C(C=C1)C(C)=O (p-aminoacetophenone), C(C1=CC(=CC=C1)OC)=O (m-anisaldehyde). Run in CO (methanol), [OH-].[Na+] (NaOH). The product is COC=1C=C(C=CC1)C=CC(=O)C1=CC=C(N)C=C1 (4-[3-(3-Methoxyphenyl)-2-propenoyl]aniline). Yield: 56.2%. RXN SMILES: [NH2:1][C:2]1[CH:7]=[CH:6][C:5]([C:8](=[O:10])[CH3:9])=[CH:4][CH:3]=1.[CH:11](=O)[C:12]1[CH:17]=[CH:16][CH:15]=[C:14]([O:18][CH3:19])[CH:13]=1>CO.[OH-].[Na+]>[CH3:19][O:18][C:14]1[CH:13]=[C:12]([CH:11]=[CH:9][C:8]([C:5]2[CH:6]=[CH:7][C:2]([NH2:1])=[CH:3][CH:4]=2)=[O:10])[CH:17]=[CH:16][CH:15]=1 |f:3.4|. Reported procedure: A solution of p-aminoacetophenone (14.9 g, 0.11 mol) and m-anisaldehyde (10.0 g, 73 mmol) in methanol (500 ml) and 1N NaOH (260 ml) was stirred at room temperature overnight. The precipitate was collected, the filtrate was concentrated to 300 ml and the new precipitate was collected. The combined solids were recrystallized from isopropanol to give present title product as a yellow solid (10.4 g, 56%). The reactants are COC(=O)c1cc(-c2nnc(C(C)(Cc3ccccc3)NC(=O)OC(C)(C)C)o2)cc(-c2ccccc2C#N)c1, CO, Cl, [Na+], [OH-], O. Yields the product CC(C)(C)OC(=O)NC(C)(Cc1ccccc1)c1nnc(-c2cc(C(=O)O)cc(-c3ccccc3C#N)c2)o1. As a reaction SMILES: [C:1]([CH3:2])([CH3:3])([CH3:4])[O:5][C:6](=[O:7])[NH:8][C:9]([CH2:10][c:11]1[cH:12][cH:13][cH:14][cH:15][cH:16]1)([CH3:17])[c:18]1[n:19][n:20][c:21](-[c:23]2[cH:24][c:25]([C:37](=[O:38])[O:39][CH3:40])[cH:26][c:27](-[c:29]3[c:30]([C:35]#[N:36])[cH:31][cH:32][cH:33][cH:34]3)[cH:28]2)[o:22]1.[CH3:45][OH:46].[ClH:44].[Na+:42].[OH-:41].[OH2:43]>>[C:1]([CH3:2])([CH3:3])([CH3:4])[O:5][C:6](=[O:7])[NH:8][C:9]([CH2:10][c:11]1[cH:12][cH:13][cH:14][cH:15][cH:16]1)([CH3:17])[c:18]1[n:19][n:20][c:21](-[c:23]2[cH:24][c:25]([C:37](=[O:38])[OH:39])[cH:26][c:27](-[c:29]3[c:30]([C:35]#[N:36])[cH:31][cH:32][cH:33][cH:34]3)[cH:28]2)[o:22]1. The reactants are molar solution, ClC(=O)OCC(C)C (isobutyl chloroformate), CC(=O)OCC1=C(N2[C@@H]([C@@H](C2=O)N)SC1)C(=O)O (7-amino-cephalosporanic acid), molar solution, CN1CCOCC1 (N-methyl-morpholine), C(C1=CC=CC=C1)(C1=CC=CC=C1)(C1=CC=CC=C1)NC=1SC=C(N1)CC(=O)O (2-tritylamino-4-thiazolylacetic acid), molar solution, CN1CCOCC1 (N-methyl-morpholine). The solvent is O1CCCC1 (tetrahydrofuran), O (water), O1CCCC1 (tetrahydrofuran), O1CCCC1 (tetrahydrofuran), O1CCCC1 (tetrahydrofuran). Reaction conditions: temperature -20 celsius. Product: C(C)(=O)OCC=1CS[C@H]2N(C1C(=O)O)C([C@H]2NC(CC=2N=C(SC2)NC(C2=CC=CC=C2)(C2=CC=CC=C2)C2=CC=CC=C2)=O)=O (3-acetoxymethyl-7β-[2-(2-tritylamino-4-thiazolyl)-acetamido]-ceph-3-eme-4-carboxylic acid). The yield is 88.7%. Reaction SMILES: [C:1]([NH:20][C:21]1[S:22][CH:23]=[C:24]([CH2:26][C:27](O)=[O:28])[N:25]=1)([C:14]1[CH:19]=[CH:18][CH:17]=[CH:16][CH:15]=1)([C:8]1[CH:13]=[CH:12][CH:11]=[CH:10][CH:9]=1)[C:2]1[CH:7]=[CH:6][CH:5]=[CH:4][CH:3]=1.CN1CCOCC1.ClC(OCC(C)C)=O.[CH3:45][C:46]([O:48][CH2:49][C:50]1[CH2:59][S:58][C@@H:53]2[C@H:54]([NH2:57])[C:55](=[O:56])[N:52]2[C:51]=1[C:60]([OH:62])=[O:61])=[O:47]>O1CCCC1.O>[C:46]([O:48][CH2:49][C:50]1[CH2:59][S:58][C@@H:53]2[C@H:54]([NH:57][C:27](=[O:28])[CH2:26][C:24]3[N:25]=[C:21]([NH:20][C:1]([C:2]4[CH:7]=[CH:6][CH:5]=[CH:4][CH:3]=4)([C:8]4[CH:9]=[CH:10][CH:11]=[CH:12][CH:13]=4)[C:14]4[CH:19]=[CH:18][CH:17]=[CH:16][CH:15]=4)[S:22][CH:23]=3)[C:55](=[O:56])[N:52]2[C:51]=1[C:60]([OH:62])=[O:61])(=[O:47])[CH3:45]. Procedure details: A mixture of 801 mg of 2-tritylamino-4-thiazolylacetic acid, 10 ml of dry tetrahydrofuran and 2 ml of a molar solution of N-methyl-morpholine in tetrahydrofuran was stirred at -20° C. and 2 ml of a molar solution of isobutyl chloroformate in tetrahydrofuran were slowly added thereto. The mixture was stirred and a solution of 544 mg of 7-amino-cephalosporanic acid in 10 ml of water and 2.4 ml of a molar solution of N-methyl-morpholine in tetrahydrofuran was added thereto. The mixture was stirred ... Reactants: CC(=O)[O-], CCO, CO, Nc1c(Cl)ncnc1NCCN1CCC(Nc2nc3ccccc3n2Cc2ccc(F)cc2)CC1, [H][H], [K+], c1ccsc1. Yields the product Nc1cncnc1NCCN1CCC(Nc2nc3ccccc3n2Cc2ccc(F)cc2)CC1. As a reaction SMILES: [CH3:42][C:43](=[O:44])[O-:45].[CH3:48][CH2:49][OH:50].[CH3:51][OH:52].[Cl:1][c:2]1[c:3]([NH2:35])[c:4]([NH:8][CH2:9][CH2:10][N:11]2[CH2:12][CH2:13][CH:14]([NH:17][c:18]3[n:19][c:20]4[c:21]([n:22]3[CH2:23][c:24]3[cH:25][cH:26][c:27]([F:30])[cH:28][cH:29]3)[cH:31][cH:32][cH:33][cH:34]4)[CH2:15][CH2:16]2)[n:5][cH:6][n:7]1.[H:46][H:47].[K+:41].[cH:36]1[cH:37][s:38][cH:39][cH:40]1>>[cH:2]1[c:3]([NH2:35])[c:4]([NH:8][CH2:9][CH2:10][N:11]2[CH2:12][CH2:13][CH:14]([NH:17][c:18]3[n:19][c:20]4[c:21]([n:22]3[CH2:23][c:24]3[cH:25][cH:26][c:27]([F:30])[cH:28][cH:29]3)[cH:31][cH:32][cH:33][cH:34]4)[CH2:15][CH2:16]2)[n:5][cH:6][n:7]1.